This data is from the Open Reaction Database (ORD), a public repository of structured organic reaction records. The task is: describe an organic reaction: reactants, conditions, products, and yield Reactants: O=C([O-])[O-], CCOC(=O)c1cc(Br)ccc1OCOC, CS(C)=O, [Cs+], [Cs+], I[Cu]I, N#Cc1c[nH]cc1-c1ccccc1. The product is CCOC(=O)c1cc(-n2cc(C#N)c(-c3ccccc3)c2)ccc1OCOC. Reaction SMILES: [C:30](=[O:31])([O-:32])[O-:33].[CH2:14]([CH3:15])[O:16][C:17]([c:18]1[c:19]([O:25][CH2:26][O:27][CH3:28])[cH:20][cH:21][c:22]([Br:24])[cH:23]1)=[O:29].[CH3:39][S:40]([CH3:41])=[O:42].[Cs+:34].[Cs+:35].[Cu:36]([I:37])[I:38].[c:1]1(-[c:7]2[c:8]([C:12]#[N:13])[cH:9][nH:10][cH:11]2)[cH:2][cH:3][cH:4][cH:5][cH:6]1>>[c:1]1(-[c:7]2[c:8]([C:12]#[N:13])[cH:9][n:10](-[c:22]3[cH:21][cH:20][c:19]([O:25][CH2:26][O:27][CH3:28])[c:18]([C:17]([O:16][CH2:14][CH3:15])=[O:29])[cH:23]3)[cH:11]2)[cH:2][cH:3][cH:4][cH:5][cH:6]1.